Dataset: the Open Reaction Database (ORD), a public repository of structured organic reaction records. Task: describe an organic reaction: reactants, conditions, products, and yield Reactants: FC(C1=C(C(=C(C(=N1)C(F)(F)F)C(=O)OCC)C)SC(C)C)F (6-(Difluoromethyl)-4-methyl-5-(1-methylethylthio)-2-(trifluoromethyl)-3-pyridinecarboxylic acid, ethyl ester), C1=CC(=CC(=C1)Cl)C(=O)OO (MCPBA), mixture, C1=CC(=CC(=C1)Cl)C(=O)O (MCBA). Yields the product FC(C1=C(C(=C(C(=N1)C(F)(F)F)C(=O)OCC)C)S(=O)C(C)C)F (6-(Difluoromethyl)-5-(2-propylsulfinyl)-4-methyl-2-(trifluoromethyl)-3-pyridinecarboxylic acid, ethyl ester). As a reaction SMILES: [F:1][CH:2]([F:23])[C:3]1[N:8]=[C:7]([C:9]([F:12])([F:11])[F:10])[C:6]([C:13]([O:15][CH2:16][CH3:17])=[O:14])=[C:5]([CH3:18])[C:4]=1[S:19][CH:20]([CH3:22])[CH3:21].C1C=C(Cl)C=C(C(OO)=[O:32])C=1.C1C=C(Cl)C=C(C(O)=O)C=1>>[F:23][CH:2]([F:1])[C:3]1[N:8]=[C:7]([C:9]([F:12])([F:10])[F:11])[C:6]([C:13]([O:15][CH2:16][CH3:17])=[O:14])=[C:5]([CH3:18])[C:4]=1[S:19]([CH:20]([CH3:22])[CH3:21])=[O:32]. Reported procedure: Prepared from product of Example 10 (6.06 g, 16.96 mmol) and MCPBA (3.44 g of an 85% mixture with MCBA, 16.96 mmol) as described above. Recrystallization (ether/petroleum ether) afforded the product as a white solid (4.65 g).